This data is from the Open Reaction Database (ORD), a public repository of structured organic reaction records. The task is: describe an organic reaction: reactants, conditions, products, and yield Starting materials: C(C)(=O)NC1=C(C=C(OCCN2CCC3=C(CC2)C=CC(=C3)[N+](=O)[O-])C=C1)C (3-[2-(4-Acetylamino-3-methylphenoxy)ethyl]-7-nitro-1,2,4,5-tetrahydro-3H-3-benzazepine), Cl (hydrochloric acid). Product: Cl.Cl.NC1=C(C=C(OCCN2CCC3=C(CC2)C=CC(=C3)[N+](=O)[O-])C=C1)C (3-[2-(4-Amino-3-methylphenoxy)ethyl]-7-nitro-1,2,4,5-tetrahydro-3H-3-benzazepine dihydrochloride). RXN SMILES: C([NH:4][C:5]1[CH:27]=[CH:26][C:8]([O:9][CH2:10][CH2:11][N:12]2[CH2:18][CH2:17][C:16]3[CH:19]=[CH:20][C:21]([N+:23]([O-:25])=[O:24])=[CH:22][C:15]=3[CH2:14][CH2:13]2)=[CH:7][C:6]=1[CH3:28])(=O)C.[ClH:29]>>[ClH:29].[ClH:29].[NH2:4][C:5]1[CH:27]=[CH:26][C:8]([O:9][CH2:10][CH2:11][N:12]2[CH2:18][CH2:17][C:16]3[CH:19]=[CH:20][C:21]([N+:23]([O-:25])=[O:24])=[CH:22][C:15]=3[CH2:14][CH2:13]2)=[CH:7][C:6]=1[CH3:28] |f:2.3.4|. Reported procedure: 3-[2-(4-Acetylamino-3-methylphenoxy)ethyl]-7-nitro-1,2,4,5-tetrahydro-3H-3-benzazepine (1 g) was stirred in 6M hydrochloric acid (20 ml) at 90° for 18 hours. After cooling, the precipitate was collected by filtration and recrystallised from ethanol to give the title compound, yield 0.65 g, m.p. 253°-256°. Starting materials: CC(C)N, CO, O=S(=O)(CCCl)Cc1ccccc1, Cl. Product: CC(C)NCCS(=O)(=O)Cc1ccccc1, Cl. RXN SMILES: [CH3:14][CH:15]([CH3:16])[NH2:17].[CH3:19][OH:20].[Cl:1][CH2:2][CH2:3][S:4](=[O:5])(=[O:6])[CH2:7][c:8]1[cH:9][cH:10][cH:11][cH:12][cH:13]1.[ClH:18]>>[CH2:2]([CH2:3][S:4](=[O:5])(=[O:6])[CH2:7][c:8]1[cH:9][cH:10][cH:11][cH:12][cH:13]1)[NH:17][CH:15]([CH3:14])[CH3:16].[ClH:1]. Reactants: CC1(C2=C(C(=CC=C2)P(C3=CC=CC=C3)C4=CC=CC=C4)OC5=C(C=CC=C51)P(C6=CC=CC=C6)C7=CC=CC=C7)C (Xantphos), COC1=CC(=NN1)N (5-methoxy-1H-pyrazol-3-amine), BrC=1C(N(C=C(C1)Br)C)=O (3,5-dibromo-1-methylpyridin-2(1H)-one), C([O-])([O-])=O.[Cs+].[Cs+] (cesium carbonate). The reagents and catalysts are [Pd].[Pd].C(C1=CC=CC=C1)=CC(=O)C=CC1=CC=CC=C1.C(C1=CC=CC=C1)=CC(=O)C=CC1=CC=CC=C1.C(C1=CC=CC=C1)=CC(=O)C=CC1=CC=CC=C1 (tris(dibenzylideneacetone) dipalladium(0)). Run in O1CCOCC1 (1,4-dioxane), CCOC(=O)C (EtOAc), O (H2O). Conditions: temperature 100 celsius. Product: BrC=1C=C(C(N(C1)C)=O)NC1=NNC(=C1)OC (5-Bromo-3-(5-methoxy-1H-pyrazol-3-ylamino)-1-methylpyridin-2(1H)-one). The yield is 12.0%. Reaction SMILES: [CH3:1][O:2][C:3]1[NH:7][N:6]=[C:5]([NH2:8])[CH:4]=1.Br[C:10]1[C:11](=[O:18])[N:12]([CH3:17])[CH:13]=[C:14]([Br:16])[CH:15]=1.C(=O)([O-])[O-].[Cs+].[Cs+].CC1(C)C2C(=C(P(C3C=CC=CC=3)C3C=CC=CC=3)C=CC=2)OC2C(P(C3C=CC=CC=3)C3C=CC=CC=3)=CC=CC1=2>O1CCOCC1.[Pd].[Pd].C(=CC(C=CC1C=CC=CC=1)=O)C1C=CC=CC=1.C(=CC(C=CC1C=CC=CC=1)=O)C1C=CC=CC=1.C(=CC(C=CC1C=CC=CC=1)=O)C1C=CC=CC=1.CCOC(C)=O.O>[Br:16][C:14]1[CH:15]=[C:10]([NH:8][C:5]2[CH:4]=[C:3]([O:2][CH3:1])[NH:7][N:6]=2)[C:11](=[O:18])[N:12]([CH3:17])[CH:13]=1 |f:2.3.4,7.8.9.10.11|. Procedure details: A sealed tube was equipped with a magnetic stirrer and charged with 5-methoxy-1H-pyrazol-3-amine (1.9 g, 17 mmol), 3,5-dibromo-1-methylpyridin-2(1H)-one (4.9 g, 18 mmol) and cesium carbonate (12 g, 37 mmol) in 1,4-dioxane (160 mL). After bubbling nitrogen through the solution for 30 min, Xantphos (1.1 g, 2 mmol) and tris(dibenzylideneacetone) dipalladium(0) (1.1 g, 1.2 mmol) were added, and the reaction mixture was heated to 100° C. for 16 hours. After this time, H2O (50 mL) and EtOAc (50 mL) we... Starting materials: CCOC(=O)c1cc2cc(O)c(C)cc2[nH]1, CC(C)N1CCC(O)CC1, CC(C)(C)OC(=O)N=NC(=O)OC(C)(C)C, C1CCOC1, c1ccc(P(c2ccccc2)c2ccccc2)cc1. Product: CCOC(=O)c1cc2cc(OC3CCN(C(C)C)CC3)c(C)cc2[nH]1. RXN SMILES: [CH2:1]([CH3:2])[O:3][C:4](=[O:5])[c:6]1[nH:7][c:8]2[cH:9][c:10]([CH3:16])[c:11]([OH:15])[cH:12][c:13]2[cH:14]1.[CH:17]([CH3:18])([CH3:19])[N:20]1[CH2:21][CH2:22][CH:23]([OH:26])[CH2:24][CH2:25]1.[N:46]([C:47]([O:48][C:49]([CH3:50])([CH3:51])[CH3:52])=[O:53])=[N:54][C:55]([O:56][C:57]([CH3:58])([CH3:59])[CH3:60])=[O:61].[O:62]1[CH2:63][CH2:64][CH2:65][CH2:66]1.[c:27]1([P:28]([c:29]2[cH:30][cH:31][cH:32][cH:33][cH:34]2)[c:35]2[cH:36][cH:37][cH:38][cH:39][cH:40]2)[cH:41][cH:42][cH:43][cH:44][cH:45]1>>[CH2:1]([CH3:2])[O:3][C:4](=[O:5])[c:6]1[nH:7][c:8]2[cH:9][c:10]([CH3:16])[c:11]([O:15][CH:23]3[CH2:22][CH2:21][N:20]([CH:17]([CH3:18])[CH3:19])[CH2:25][CH2:24]3)[cH:12][c:13]2[cH:14]1. Starting materials: Cl (hydrochloric acid), C(OCC)(OCC)=O (diethyl carbonate), CC(C)([O-])C.[K+] (potassium tert-butoxide), CC(C)([O-])C.[K+] (Potassium tert.-butoxide), C(C)O (ethanol), C(C)(=O)N (acetamide), C(OCC)(OCC)=O (Diethyl carbonate), ClC=1C=CC(=C(C1)C(C(=O)N)O)OC (2-(5-chloro-2-methoxyphenyl)-2-hydroxyacetamide). Run in C(Cl)(Cl)Cl (chloroform), C(C)(=O)OCC (ethyl acetate). Yields the product ClC=1C=CC(=C(C1)C1C(NC(O1)=O)=O)OC (5-(5-Chloro-2-methoxyphenyl)oxazolidine-2,4-dione). As a reaction SMILES: C[C:2](C)([O-:4])C.[K+].C(O)C.C(=O)(OCC)OCC.[Cl:18][C:19]1[CH:20]=[CH:21][C:22]([O:30][CH3:31])=[C:23]([CH:25]([OH:29])[C:26]([NH2:28])=[O:27])[CH:24]=1.C(N)(=O)C.Cl>C(Cl)(Cl)Cl.C(OCC)(=O)C>[Cl:18][C:19]1[CH:20]=[CH:21][C:22]([O:30][CH3:31])=[C:23]([CH:25]2[O:29][C:2](=[O:4])[NH:28][C:26]2=[O:27])[CH:24]=1 |f:0.1|. Procedure: Potassium tert.-butoxide (539 mg., 4.8 mmoles) was dissolved in ethanol (2.12 g., 2.65 ml., 4.6 moles). Diethyl carbonate (625 mg., 5.3 mmoles) and then 2-(5-chloro-2-methoxyphenyl)-2-hydroxyacetamide (1.0 g., 4.6 mmoles) were added and the mixture was stirred for a few minutes to achieve solution, and then heated to reflux for 16 hours, at which time tlc (1:1 ethyl acetate:chloroform) indicated some unreacted starting material. Addition of more diethyl carbonate (625 mg.) and potassium tert-but... Reactants: OC1=CC=C(C=C1)CCCO (3-(4-hydroxyphenyl)-1-propanol), S-(−)-glycidol, C([O-])([O-])=O.[K+].[K+] (potassium carbonate), CC(=O)C (acetone). Yields the product OCCCC1=CC=C(OC[C@H](CO)O)C=C1 ((5)-3-[4-(3-Hydroxy-propyl)-phenoxy]-propane-1,2-diol). As a reaction SMILES: [OH:1][C:2]1[CH:7]=[CH:6][C:5]([CH2:8][CH2:9][CH2:10][OH:11])=[CH:4][CH:3]=1.C(=O)([O-])[O-:13].[K+].[K+].[CH3:18][C:19]([CH3:21])=[O:20]>>[OH:11][CH2:10][CH2:9][CH2:8][C:5]1[CH:4]=[CH:3][C:2]([O:1][CH2:18][C@@H:19]([OH:20])[CH2:21][OH:13])=[CH:7][CH:6]=1 |f:1.2.3|. Reported procedure: To a solution of 3-(4-hydroxyphenyl)-1-propanol (15.0 g, 99 mmol) in acetone (300 mL) is added S-(−)-glycidol (10.0 g, 105 mmol) and potassium carbonate (20.0 g, 145 mmol) and the reaction mixture is heated at reflux for 24 h. The resulting mixture is allowed to cool to RT, filtered and the filtrate is concentrated in vacuo. Purification by column chromatography (SiO2, 0-4% MeOH in DCM) affords the product as a white solid. [M+H]+ 227. The reactants are C(C)(C)(C)OC(=O)N1CCC(CC1)S(=O)(=O)C1=CC=C(C=C1)NC1=NC=C(C=N1)NC(C1=C(C=CC(=C1)NC(=O)C=1SC=CC1)Cl)=O (4-[4-(5-{2-Chloro-5-[(Thiophene-2-Carbonyl)-Amino]-Benzoylamino}-Pyrimidin-2-ylamino)-Benzenesulfonyl]-Piperidine-1-Carboxylic Acid tert-Butyl Ester), C(=O)(C(F)(F)F)O (TFA). Solvent: C(Cl)Cl (DCM). Conditions: time 3 hour. Yields the product ClC1=C(C=C(C=C1)NC(=O)C=1SC=CC1)C(NC=1C=NC(=NC1)NC1=CC=C(C=C1)S(=O)(=O)C1CCNCC1)=O (Thiophene-2-Carboxylic Acid (4-Chloro-3-{2-[4-(Piperidine-4-Sulfonyl)-Phenylamino]-Pyrimidin-5-ylcarbamoyl}-Phenyl)-Amide), C(=O)(C(F)(F)F)O (TFA). Isolated yield 87.0%. As a reaction SMILES: C(OC([N:8]1[CH2:13][CH2:12][CH:11]([S:14]([C:17]2[CH:22]=[CH:21][C:20]([NH:23][C:24]3[N:29]=[CH:28][C:27]([NH:30][C:31](=[O:47])[C:32]4[CH:37]=[C:36]([NH:38][C:39]([C:41]5[S:42][CH:43]=[CH:44][CH:45]=5)=[O:40])[CH:35]=[CH:34][C:33]=4[Cl:46])=[CH:26][N:25]=3)=[CH:19][CH:18]=2)(=[O:16])=[O:15])[CH2:10][CH2:9]1)=O)(C)(C)C.[C:48]([OH:54])([C:50]([F:53])([F:52])[F:51])=[O:49]>C(Cl)Cl>[Cl:46][C:33]1[CH:34]=[CH:35][C:36]([NH:38][C:39]([C:41]2[S:42][CH:43]=[CH:44][CH:45]=2)=[O:40])=[CH:37][C:32]=1[C:31](=[O:47])[NH:30][C:27]1[CH:28]=[N:29][C:24]([NH:23][C:20]2[CH:19]=[CH:18][C:17]([S:14]([CH:11]3[CH2:10][CH2:9][NH:8][CH2:13][CH2:12]3)(=[O:15])=[O:16])=[CH:22][CH:21]=2)=[N:25][CH:26]=1.[C:48]([OH:54])([C:50]([F:53])([F:52])[F:51])=[O:49]. Procedure details: A stirred suspension of intermediate 26 (Example 37) (0.10 g, 0.143 mmol) in DCM (8 mL) was treated with TFA (0.200 mL) and stirred for 3 h. Solvents were then removed yielding desired product as TFA salt (0.075 g, 87%). 1H NMR (DMSO-d6): δ 1.61-1.70 (m, 2H), 2.01-2.04 (m, 2H), 2.80-2.90 (m, 2H), 7.23-7.27 (m, 1H), 7.58 (d, J=8.8 Hz, 1H), 7.74 (d, J=8.9 Hz, 2H), 7.86-7.91 (m, 2H), 8.04-8.05 (m, 4H), 8.21-8.25 (m, 1H), 8.65-8.69 (m, 1H), 8.9 (s, 2H), 10.37 (s, 1H), 10.53 (s, 1H), 10.79 (s, 1H).